From a dataset of the Open Reaction Database (ORD), a public repository of structured organic reaction records. describe an organic reaction: reactants, conditions, products, and yield Reactants: [Li]CCCC, CCCCCC, CCOCC, Cn1ccnc1, O=C(c1ccccc1)c1ccc(Cl)cc1, O. Yields the product Cn1ccnc1C(O)(c1ccccc1)c1ccc(Cl)cc1. As a reaction SMILES: [CH2:1]([Li:2])[CH2:3][CH2:4][CH3:5].[CH3:28][CH2:29][CH2:30][CH2:31][CH2:32][CH3:33].[CH3:34][CH2:35][O:36][CH2:37][CH3:38].[CH3:6][n:7]1[cH:8][n:9][cH:10][cH:11]1.[Cl:12][c:13]1[cH:14][cH:15][c:16]([C:17](=[O:18])[c:19]2[cH:20][cH:21][cH:22][cH:23][cH:24]2)[cH:25][cH:26]1.[OH2:27]>>[CH3:6][n:7]1[c:8]([C:17]([c:16]2[cH:15][cH:14][c:13]([Cl:12])[cH:26][cH:25]2)([OH:18])[c:19]2[cH:20][cH:21][cH:22][cH:23][cH:24]2)[n:9][cH:10][cH:11]1. Reactants: O=[Ag], C=CCBr, CN(C)C=O, [H-], [Na+], COC(=O)C1CC(O)CN1C(=O)OC(C)(C)C. Yields the product C=CCOC1CC(C(=O)OC)N(C(=O)OC(C)(C)C)C1. Reaction SMILES: [Ag:29]=[O:30].[Br:20][CH2:21][CH:22]=[CH2:23].[CH3:24][N:25]([CH3:26])[CH:27]=[O:28].[H-:1].[Na+:2].[OH:3][CH:4]1[CH2:5][CH:6]([C:16](=[O:17])[O:18][CH3:19])[N:7]([C:9](=[O:10])[O:11][C:12]([CH3:13])([CH3:14])[CH3:15])[CH2:8]1>>[O:3]([CH:4]1[CH2:5][CH:6]([C:16](=[O:17])[O:18][CH3:19])[N:7]([C:9](=[O:10])[O:11][C:12]([CH3:13])([CH3:14])[CH3:15])[CH2:8]1)[CH2:23][CH:22]=[CH2:21]. Reactants: C1(=CC=C(C=C1)SC#N)C (p-toluenesulphenyl cyanide), C(CCC)[Li] (n-butyllithium), BrC1=CNC=2N=CN=C(C21)Cl (5-bromo-4-chloro-7H-pyrrolo[2,3-d]pyrimidine). Run in C1CCOC1 (THF), C1CCOC1 (THF), [Cl-].[NH4+] (ammonium chloride). Conditions: time 1 hour. Product: ClC=1C2=C(N=CN1)NC=C2C#N (4-chloro5-cyano-7H-pyrrolo[2,3-d]pyrimidine). Yield: 22.4%. Reaction SMILES: Br[C:2]1[C:10]2[C:9]([Cl:11])=[N:8][CH:7]=[N:6][C:5]=2[NH:4][CH:3]=1.C([Li])CCC.C1(C)C=CC(S[C:24]#[N:25])=CC=1>C1COCC1.[Cl-].[NH4+]>[Cl:11][C:9]1[C:10]2[C:2]([C:24]#[N:25])=[CH:3][NH:4][C:5]=2[N:6]=[CH:7][N:8]=1 |f:4.5|. Procedure: To 5-bromo-4-chloro-7H-pyrrolo[2,3-d]pyrimidine (0.31 g, 1.3 mmol) in dry THF (4 ml), cooled in a dry ice-acetone bath, was added dropwise n-butyllithium (1.3 ml, 3.3 mmol, 2.5 M In hexanes). The reaction mixture was stirred for 1 hour, then p-toluenesulphenyl cyanide (0.44 g, 2.4 mmol) suspended in dry THF (7 ml) was added. The solution was stirred for 18 hours at ambient temperature then diluted with aqueous ammonium chloride. The phases were separated and the organic phase washed with water a... Reactants: B(O)(O)C=1C=CC(=C(C(=O)O)C1)Cl (5-Borono-2-chlorobenzoic acid), IC=1C=C(C=CC1)B(O)O (3-iodophenylboronic acid), C(=O)([O-])[O-].[K+].[K+] (K2CO3), Cl (HCl). The reagents and catalysts are Cl[Pd]([P](C1=CC=CC=C1)(C2=CC=CC=C2)C3=CC=CC=C3)([P](C4=CC=CC=C4)(C5=CC=CC=C5)C6=CC=CC=C6)Cl (PdCl2(PPh3)2). Run in C1(=CC=CC=C1)C.CO (toluene MeOH). Reaction conditions: temperature 75 celsius. Yields the product B(O)(O)C=1C=C(C=CC1)C1=CC(=C(C=C1)Cl)C(=O)O (3′-borono-4-chlorobiphenyl-3-carboxylic acid). RXN SMILES: B([C:4]1[CH:5]=[CH:6][C:7]([Cl:13])=[C:8]([CH:12]=1)[C:9]([OH:11])=[O:10])(O)O.I[C:15]1[CH:16]=[C:17]([B:21]([OH:23])[OH:22])[CH:18]=[CH:19][CH:20]=1.C([O-])([O-])=O.[K+].[K+].Cl>C1(C)C=CC=CC=1.CO.Cl[Pd](Cl)([P](C1C=CC=CC=1)(C1C=CC=CC=1)C1C=CC=CC=1)[P](C1C=CC=CC=1)(C1C=CC=CC=1)C1C=CC=CC=1>[B:21]([C:17]1[CH:16]=[C:15]([C:4]2[CH:5]=[CH:6][C:7]([Cl:13])=[C:8]([C:9]([OH:11])=[O:10])[CH:12]=2)[CH:20]=[CH:19][CH:18]=1)([OH:23])[OH:22] |f:2.3.4,6.7,^1:42,61|. Procedure details: 5-Borono-2-chlorobenzoic acid (200 mg, 1 mmol), 3-iodophenylboronic acid (125 mg, 0.5 mmol), K2CO3 (207 mg, 1.5 mmol) and PdCl2(PPh3)2 (37 mg, 0.05 mmol) were dissolved in a mixture of toluene-MeOH (17 mL:1.7 mL) and heated at 75° C. for 3 hours. The mixture was filtered through celite washed with water and the solvent was evaporated in vacuo. The formed crude residue was acidified with 2 M HCl and extracted into EtOAc and dried over anhyd. Na2SO4, evaporated solvent in vacuo to obtain crude 3′-... Yields the product NC(=O)c1nc(C(F)(F)F)ccc1Cn1nc2c(-c3ccncc3)c(-c3ccc(Cl)cc3)ccn2c1=O. RXN SMILES: [CH2:41]1[O:42][CH2:43][CH2:44][CH2:45]1.[Cl-:40].[Cl:1][c:2]1[cH:3][cH:4][c:5](-[c:8]2[c:9](-[c:32]3[cH:33][cH:34][n:35][cH:36][cH:37]3)[c:10]3[n:11]([cH:12][cH:13]2)[c:14](=[O:31])[n:15]([CH2:17][c:18]2[c:19]([C:28](=[O:29])[Cl:30])[n:20][c:21]([C:24]([F:25])([F:26])[F:27])[cH:22][cH:23]2)[n:16]3)[cH:6][cH:7]1.[NH4+:38].[OH-:39]>>[Cl:1][c:2]1[cH:3][cH:4][c:5](-[c:8]2[c:9](-[c:32]3[cH:33][cH:34][n:35][cH:36][cH:37]3)[c:10]3[n:11]([cH:12][cH:13]2)[c:14](=[O:31])[n:15]([CH2:17][c:18]2[c:19]([C:28](=[O:29])[NH2:38])[n:20][c:21]([C:24]([F:25])([F:26])[F:27])[cH:22][cH:23]2)[n:16]3)[cH:6][cH:7]1. Starting materials: C1CCOC1, [Cl-], O=C(Cl)c1nc(C(F)(F)F)ccc1Cn1nc2c(-c3ccncc3)c(-c3ccc(Cl)cc3)ccn2c1=O, [NH4+], [OH-]. The reactants are COC=1C=C(C(=O)OC)C=C(C1OC)O (Methyl 3,4-dimethoxy-5-hydroxybenzoate), C(C#C)Cl (propargyl chloride), C([O-])([O-])=O.[K+].[K+] (potassium carbonate). The reagents and catalysts are [I-].[Na+] (sodium iodide). Solvent: CC(=O)C (acetone). Product: COC=1C=C(C(=O)OC)C=C(C1OC)OCC#C (methyl 3,4-dimethoxy-5-(2-propynyloxy)benzoate). Isolated yield 45.6%. Reaction SMILES: [CH3:1][O:2][C:3]1[CH:4]=[C:5]([CH:10]=[C:11]([OH:15])[C:12]=1[O:13][CH3:14])[C:6]([O:8][CH3:9])=[O:7].[CH2:16](Cl)[C:17]#[CH:18].C(=O)([O-])[O-].[K+].[K+]>CC(C)=O.[I-].[Na+]>[CH3:1][O:2][C:3]1[CH:4]=[C:5]([CH:10]=[C:11]([O:15][CH2:18][C:17]#[CH:16])[C:12]=1[O:13][CH3:14])[C:6]([O:8][CH3:9])=[O:7] |f:2.3.4,6.7|. Procedure details: Methyl 3,4-dimethoxy-5-hydroxybenzoate (E. Spath and H. Roder, Mon. f. Chem. 1922, 43, 93; G. J. Kapadia, Y. N. Vaishnav, M. B. E. Fayez, J. Pharm. Sci. 1969, 9, 1157) (0.54 g, 2.54 mmol), propargyl chloride (0.23 g, 3.04 mmol), sodium iodide (3 mg, 0.02 mmol) and potassium carbonate (0.53 g, 3.81 mmol) were refluxed in acetone (10 mL) for 18 hr, cooled, filtered and concentrated. The resulting oil was dissolved in ethyl acetate (20 mL) and washed with water (3×10 mL). The organic layer was drie... Procedure details: 2-Chloro-9-cyclopentyl-8,9-dihydro-5-methyl-5H-pyrimido[4,5-b][1,4]diazepin-6(7H)-one (100 mg, 0.357 mmol) and ethyl 4-aminopiperidine-1-carboxylate (129 μl, 0.714 mmol) in isopropylalcohol (2 ml) were heated at 90° C. for 24 hours. Diisopropylethylamine (125 μl, 0.714 mmol) was added and the reaction mixture was heated at 105° C. for another 24 hours. The crude mixture was concentrated in vacuo and purified by reverse phase preparative HPLC [Waters Sunfire C18, 10 uM, 100 Å column, gradient 10%... Run in C(C)(C)O (isopropylalcohol). Starting materials: ClC=1N=CC2=C(N(CCC(N2C)=O)C2CCCC2)N1 (2-Chloro-9-cyclopentyl-8,9-dihydro-5-methyl-5H-pyrimido[4,5-b][1,4]diazepin-6(7H)-one), NC1CCN(CC1)C(=O)OCC (ethyl 4-aminopiperidine-1-carboxylate), C(C)(C)N(CC)C(C)C (Diisopropylethylamine). Yields the product C1(CCCC1)N1C2=C(N(C(CC1)=O)C)C=NC(=N2)NC2CCN(CC2)C(=O)OCC (Ethyl 4-(9-cyclopentyl-6,7,8,9-tetrahydro-5-methyl-6-oxo-5H-pyrimido[4,5-b][1,4]diazepin-2-ylamino)piperidin-1-carboxylate). Isolated yield 12.1%. Run at temperature 105 celsius. Reaction SMILES: Cl[C:2]1[N:3]=[CH:4][C:5]2[N:11]([CH3:12])[C:10](=[O:13])[CH2:9][CH2:8][N:7]([CH:14]3[CH2:18][CH2:17][CH2:16][CH2:15]3)[C:6]=2[N:19]=1.[NH2:20][CH:21]1[CH2:26][CH2:25][N:24]([C:27]([O:29][CH2:30][CH3:31])=[O:28])[CH2:23][CH2:22]1.C(N(C(C)C)CC)(C)C>C(O)(C)C>[CH:14]1([N:7]2[CH2:8][CH2:9][C:10](=[O:13])[N:11]([CH3:12])[C:5]3[CH:4]=[N:3][C:2]([NH:20][CH:21]4[CH2:22][CH2:23][N:24]([C:27]([O:29][CH2:30][CH3:31])=[O:28])[CH2:25][CH2:26]4)=[N:19][C:6]2=3)[CH2:18][CH2:17][CH2:16][CH2:15]1. Starting materials: ClC1CCSc2ccccc21, [I-], [K+], C1CNCCNC1. Product: c1ccc2c(c1)SCCC2N1CCCNCC1. As a reaction SMILES: [Cl:10][CH:11]1[CH2:12][CH2:13][S:14][c:15]2[c:16]1[cH:17][cH:18][cH:19][cH:20]2.[I-:9].[K+:8].[NH:1]1[CH2:2][CH2:3][NH:4][CH2:5][CH2:6][CH2:7]1>>[N:1]1([CH:11]2[CH2:12][CH2:13][S:14][c:15]3[c:16]2[cH:17][cH:18][cH:19][cH:20]3)[CH2:2][CH2:3][NH:4][CH2:5][CH2:6][CH2:7]1. Reactants: COC1=CC=C(C=C1)O (4-Methoxyphenol), [OH-].[K+] (potassium hydroxide), BrC1=CC=C(C=C1)[N+](=O)[O-] (1-Bromo-4-nitrobenzene). Reaction SMILES: [CH3:1][O:2][C:3]1[CH:8]=[CH:7][C:6]([OH:9])=[CH:5][CH:4]=1.[OH-].[K+].Br[C:13]1[CH:18]=[CH:17][C:16]([N+:19]([O-:21])=[O:20])=[CH:15][CH:14]=1>[Cu]>[CH3:1][O:2][C:3]1[CH:8]=[CH:7][C:6]([O:9][C:13]2[CH:18]=[CH:17][C:16]([N+:19]([O-:21])=[O:20])=[CH:15][CH:14]=2)=[CH:5][CH:4]=1 |f:1.2|. Isolated yield 48.6%. The reagents and catalysts are [Cu] (copper). Reaction conditions: temperature 70 celsius, time 1 hour. Procedure: 4-Methoxyphenol (25 g, 0.20 mol) was heated under a nitrogen atmosphere to 70° C. during which time the solid melted. Eighty-five percent potassium hydroxide (12.4 g, 0.19 mol) was added all at once and the mixture stirred at 70° C. for 1 hour. 1-Bromo-4-nitrobenzene (33 g, 0.16 mol) and copper powder (0.1 g, 1.57 mmol) were added and the mixture stirred at 190° C. for 3 hours. After cooling to room temperature, the residue was partitioned between benzene and water. The organic layer was then ex... Product: COC1=CC=C(C=C1)OC2=CC=C(C=C2)[N+](=O)[O-] (4-methoxy-4'-nitrodiphenyl ether). The reactants are saturated solution, [Cl-].[NH4+] (ammonium chloride), C([O-])([O-])=O.[Cs+].[Cs+] (cesium carbonate), C(#N)C1=CC2=C(N(C(=N2)C(C)(OC)C2=C3C=CN(C3=C(C=C2OC)C)C(=O)OC(C)(C)C)COCC[Si](C)(C)C)C=C1 ((±)-tert-butyl 4-(1-(5-cyano-1-((2-(trimethylsilyl)ethoxy)methyl)-1H-benzo[d]imidazol-2-yl)-1-methoxy ethyl)-5-methoxy-7-methyl-1H-indole-1-carboxylate), C(#N)C=1C=CC2=C(N(C(=N2)C(C)(OC)C2=C3C=CN(C3=C(C=C2OC)C)C(=O)OC(C)(C)C)COCC[Si](C)(C)C)C1 ((±)-tert-butyl 4-(1-(6-cyano-1-((2-(trimethylsilyl)ethoxy)methyl)-1H-benzo[d]imidazol-2-yl)-1-methoxyethyl)-5-methoxy-7-methyl-1H-indole-1-carboxylate), CCCC[N+](CCCC)(CCCC)CCCC.[F-] (TBAF), C(CN)N (ethylenediamine). Run in CCOC(=O)C (EtOAc), O1CCCC1 (tetrahydrofuran), C(C)(=O)OCC (ethyl acetate). Reaction conditions: temperature 65 celsius. Yields the product COC(C)(C1=C2C=CNC2=C(C=C1OC)C)C1=NC2=C(N1)C=CC(=C2)C#N ((±)-2-(1-Methoxy-1-(5-methoxy-7-methyl-1H-indol-4-yl)ethyl)-1H-benzo[d]imidazole-5-carbonitrile). Reaction SMILES: [C:1]([C:3]1[CH:42]=[CH:41][C:6]2[N:7](COCC[Si](C)(C)C)[C:8]([C:10]([C:14]3[C:22]([O:23][CH3:24])=[CH:21][C:20]([CH3:25])=[C:19]4[C:15]=3[CH:16]=[CH:17][N:18]4C(OC(C)(C)C)=O)([O:12][CH3:13])[CH3:11])=[N:9][C:5]=2[CH:4]=1)#[N:2].C(C1C=CC2N=C(C(C3C(OC)=CC(C)=C4C=3C=CN4C(OC(C)(C)C)=O)(OC)C)N(COCC[Si](C)(C)C)C=2C=1)#N.CCCC[N+](CCCC)(CCCC)CCCC.[F-].C(N)CN.[Cl-].[NH4+].C(=O)([O-])[O-].[Cs+].[Cs+]>O1CCCC1.C(OCC)(=O)C>[CH3:13][O:12][C:10]([C:8]1[NH:7][C:6]2[CH:41]=[CH:42][C:3]([C:1]#[N:2])=[CH:4][C:5]=2[N:9]=1)([C:14]1[C:22]([O:23][CH3:24])=[CH:21][C:20]([CH3:25])=[C:19]2[C:15]=1[CH:16]=[CH:17][NH:18]2)[CH3:11] |f:2.3,5.6,7.8.9|. Procedure details: To a mixture of (±)-tert-butyl 4-(1-(5-cyano-1-((2-(trimethylsilyl)ethoxy)methyl)-1H-benzo[d]imidazol-2-yl)-1-methoxy ethyl)-5-methoxy-7-methyl-1H-indole-1-carboxylate and (±)-tert-butyl 4-(1-(6-cyano-1-((2-(trimethylsilyl)ethoxy)methyl)-1H-benzo[d]imidazol-2-yl)-1-methoxyethyl)-5-methoxy-7-methyl-1H-indole-1-carboxylate (0.494 g, 0.836 mmol) in tetrahydrofuran (8.36 mL) was added TBAF (1M in THF, 8.36 mL, 8.36 mmol) and ethylenediamine (0.28 mL, 4.18 mmol). The reaction was heated at 65° C. for...